From a dataset of the Open Reaction Database (ORD), a public repository of structured organic reaction records. describe an organic reaction: reactants, conditions, products, and yield Reactants: O=C1CCSc2ccc(Br)cc21, C1CCOC1, C#C[Si](C)(C)C, [Cu]I. The product is C[Si](C)(C)C#Cc1ccc2c(c1)C(=O)CCS2. Reaction SMILES: [Br:1][c:2]1[cH:3][cH:4][c:5]2[c:6]([cH:12]1)[C:7](=[O:11])[CH2:8][CH2:9][S:10]2.[CH2:19]1[O:20][CH2:21][CH2:22][CH2:23]1.[CH3:13][Si:14]([CH3:15])([CH3:16])[C:17]#[CH:18].[Cu:24][I:25]>>[c:2]1([C:18]#[C:17][Si:14]([CH3:13])([CH3:15])[CH3:16])[cH:3][cH:4][c:5]2[c:6]([cH:12]1)[C:7](=[O:11])[CH2:8][CH2:9][S:10]2. RXN SMILES: [Cl:1][C:2]1[CH:7]=[C:6]([Cl:8])[CH:5]=[C:4]([Cl:9])[C:3]=1[N:10]1[C:14](=[O:15])[CH:13]=[C:12]([NH:16][C:17]2[CH:22]=[C:21]([NH2:23])[CH:20]=[CH:19][C:18]=2[O:24][CH3:25])[NH:11]1.[C:26](Cl)(=[O:40])[CH2:27][CH2:28][CH2:29][CH2:30][CH2:31][CH2:32][CH2:33][CH2:34][CH2:35][CH2:36][CH2:37][CH2:38][CH3:39]>>[Cl:1][C:2]1[CH:7]=[C:6]([Cl:8])[CH:5]=[C:4]([Cl:9])[C:3]=1[N:10]1[C:14](=[O:15])[CH:13]=[C:12]([NH:16][C:17]2[CH:22]=[C:21]([NH:23][C:26](=[O:40])[CH2:27][CH2:28][CH2:29][CH2:30][CH2:31][CH2:32][CH2:33][CH2:34][CH2:35][CH2:36][CH2:37][CH2:38][CH3:39])[CH:20]=[CH:19][C:18]=2[O:24][CH3:25])[NH:11]1. Product: ClC1=C(C(=CC(=C1)Cl)Cl)N1NC(=CC1=O)NC1=C(C=CC(=C1)NC(CCCCCCCCCCCCC)=O)OC (1-(2,4,6-Trichlorophenyl)-3-(2-methoxy-5-n-tetradecanoylaminoanilino)-5-pyrazolone). Reported procedure: The 1-(2,4,6-trichlorophenyl)-3-(2-methoxy-5-aminoanilino)-5-pyrazolone prepared in the above procedure was reacted with myristic acid chloride prepared using Method (3) of Synthesis Example 1 to give the desired product having a melting point of 89°-93°C. Starting materials: ClC1=C(C(=CC(=C1)Cl)Cl)N1NC(=CC1=O)NC1=C(C=CC(=C1)N)OC (1-(2,4,6-trichlorophenyl)-3-(2-methoxy-5-aminoanilino)-5-pyrazolone), C(CCCCCCCCCCCCC)(=O)Cl (myristic acid chloride). Reactants: C(CCCCCCCC=C)C=1OCCN1 (2-(9-decenyl)-1,3-oxazoline), C(C)O[SiH](OCC)OCC (triethoxysilane). The product is C(C)O[Si](CCCCCCCCCCC=1OCCN1)(OCC)OCC (2-[10-(triethoxysilyl)decyl]-1,3-oxazoline). Procedure: wherein 2-(9-decenyl)-1,3-oxazoline is reacted with triethoxysilane to form 2-[10-(triethoxysilyl)decyl]-1,3-oxazoline. RXN SMILES: [CH2:1]([C:11]1[O:12][CH2:13][CH2:14][N:15]=1)[CH2:2][CH2:3][CH2:4][CH2:5][CH2:6][CH2:7][CH2:8][CH:9]=[CH2:10].[CH2:16]([O:18][SiH:19]([O:23][CH2:24][CH3:25])[O:20][CH2:21][CH3:22])[CH3:17]>>[CH2:16]([O:18][Si:19]([O:23][CH2:24][CH3:25])([O:20][CH2:21][CH3:22])[CH2:10][CH2:9][CH2:8][CH2:7][CH2:6][CH2:5][CH2:4][CH2:3][CH2:2][CH2:1][C:11]1[O:12][CH2:13][CH2:14][N:15]=1)[CH3:17]. Starting materials: COC(=O)C1=CNC(=C1)C1=NC=CC(=C1)OC1=CC(=CC=C1)C(NC1=C(C=CC(=C1)C)F)=O (5-{4-[3-(2-Fluoro-5-methyl-phenylcarbamoyl)-phenoxy]-pyridin-2-yl}-1H-pyrrole-3-carboxylic acid methyl ester), [OH-].[Na+] (NaOH), Cl (HCl), O (water). Run in C1CCOC1 (THF). Run at temperature 70 celsius. Yields the product FC1=C(C=C(C=C1)C)NC(=O)C=1C=C(OC2=CC(=NC=C2)C2=CC(=CN2)C(=O)O)C=CC1 (5-{4-[3-(2-Fluoro-5-methyl-phenylcarbamoyl)-phenoxy]-pyridin-2-yl}-1H-pyrrole-3-carboxylic acid). RXN SMILES: C[O:2][C:3]([C:5]1[CH:9]=[C:8]([C:10]2[CH:15]=[C:14]([O:16][C:17]3[CH:22]=[CH:21][CH:20]=[C:19]([C:23](=[O:33])[NH:24][C:25]4[CH:30]=[C:29]([CH3:31])[CH:28]=[CH:27][C:26]=4[F:32])[CH:18]=3)[CH:13]=[CH:12][N:11]=2)[NH:7][CH:6]=1)=[O:4].[OH-].[Na+].O.Cl>C1COCC1>[F:32][C:26]1[CH:27]=[CH:28][C:29]([CH3:31])=[CH:30][C:25]=1[NH:24][C:23]([C:19]1[CH:18]=[C:17]([CH:22]=[CH:21][CH:20]=1)[O:16][C:14]1[CH:13]=[CH:12][N:11]=[C:10]([C:8]2[NH:7][CH:6]=[C:5]([C:3]([OH:4])=[O:2])[CH:9]=2)[CH:15]=1)=[O:33] |f:1.2|. Reported procedure: To a stirred solution of 5-{4-[3-(2-Fluoro-5-methyl-phenylcarbamoyl)-phenoxy]-pyridin-2-yl}-1H-pyrrole-3-carboxylic acid methyl ester (140 mg, 0.31 mmol) in THF (8 ml) was added 5M NaOH solution (1 ml, 5 mmol). The mixture was heated at 70° C. for 3 hours, cooled to room temp, and poured into 100 ml of water. 2M HCl was added until pH=4. The precipitates were filtered, washed with water, and dried to give 5-{4-[3-(2-Fluoro-5-methyl-phenylcarbamoyl)-phenoxy]-pyridin-2-yl}-1H-pyrrole-3-carboxylic ... Yield: 11.9%. Starting materials: N1C=C(C=2C1=NC=CC2)C=C2C(C(=C(O2)N(CC=2SC=CC2)C)C(=O)OCC)=O (Ethyl 5-[(1H-pyrrolo[2,3-b]pyridin-3-yl)methylene]-2-[N-methyl-N-(2-thienylmethyl)amino]-4-oxo-4,5-dihydrofuran-3-carboxylate), C(CO)O (ethylene glycol), Zn4(OCOCF3)6O. Reagents/catalysts: CN(C1=CC=NC=C1)C (4-dimethylaminopyridine), [Zn] (zinc). Procedure details: A solution of the compound (0.050 g, 0.12 mmol) of Example 108, ethylene glycol (0.20 mL, 3.6 mmol), 4-dimethylaminopyridine (0.0030 g, 0.024 mmol) and zinc cluster catalyst (Zn4(OCOCF3)6O) (0.0058 g, 0.0061 mmol) in N,N-dimethylacetamide (0.5 mL) was stirred with the microwave synthesizer (Biotage Initiator™) at 150° C. for 30 min. Cooled to ambient temperature, the precipitate was removed by filtration. The filtrate was purified by preparative HPLC to afford the titled compound as solid (0.006... Product: N1C=C(C=2C1=NC=CC2)C=C2C(C(=C(O2)N(CC=2SC=CC2)C)C(=O)OCCO)=O (2-Hydroxyethyl 5-[(1H-pyrrolo[2,3-b]pyridin-3-yl)methylene]-2-[N-methyl-N-(2-thienylmethyl)amino]-4-oxo-4,5-dihydrofuran-3-carboxylate). As a reaction SMILES: [NH:1]1[C:5]2=[N:6][CH:7]=[CH:8][CH:9]=[C:4]2[C:3]([CH:10]=[C:11]2[O:15][C:14]([N:16]([CH3:23])[CH2:17][C:18]3[S:19][CH:20]=[CH:21][CH:22]=3)=[C:13]([C:24]([O:26][CH2:27][CH3:28])=[O:25])[C:12]2=[O:29])=[CH:2]1.C(O)C[OH:32]>CN(C)C1C=CN=CC=1.CN(C)C(=O)C.[Zn]>[NH:1]1[C:5]2=[N:6][CH:7]=[CH:8][CH:9]=[C:4]2[C:3]([CH:10]=[C:11]2[O:15][C:14]([N:16]([CH3:23])[CH2:17][C:18]3[S:19][CH:20]=[CH:21][CH:22]=3)=[C:13]([C:24]([O:26][CH2:27][CH2:28][OH:32])=[O:25])[C:12]2=[O:29])=[CH:2]1. Run in CN(C(C)=O)C (N,N-dimethylacetamide).